Dataset: the Open Reaction Database (ORD), a public repository of structured organic reaction records. Task: describe an organic reaction: reactants, conditions, products, and yield RXN SMILES: [Al+3:27].[CH2:39]1[O:40][CH2:41][CH2:42][CH2:43]1.[CH3:33][CH2:34][O:35][C:36](=[O:37])[CH3:38].[H-:26].[H-:29].[H-:30].[H-:31].[Li+:28].[NH2:1][c:2]1[n:3][c:4]2[c:9]([c:10](-[c:14]3[c:15]([Cl:21])[cH:16][c:17]([Cl:20])[cH:18][cH:19]3)[c:11]1[C:12]#[N:13])[CH2:8][CH2:7][c:6]1[c:5]-2[cH:25][cH:24][cH:23][cH:22]1.[OH2:32]>>[NH2:1][c:2]1[n:3][c:4]2[c:9]([c:10](-[c:14]3[c:15]([Cl:21])[cH:16][c:17]([Cl:20])[cH:18][cH:19]3)[c:11]1[CH2:12][NH2:13])[CH2:8][CH2:7][c:6]1[c:5]-2[cH:25][cH:24][cH:23][cH:22]1. Starting materials: [Al+3], C1CCOC1, CCOC(C)=O, [H-], [H-], [H-], [H-], [Li+], N#Cc1c(N)nc2c(c1-c1ccc(Cl)cc1Cl)CCc1ccccc1-2, O. Product: NCc1c(N)nc2c(c1-c1ccc(Cl)cc1Cl)CCc1ccccc1-2. The reactants are CC1=NCCC2=CC=CC=C12 (1-methyl-3,4-dihydro-isoquinoline), C(C)(=O)O[BH-](OC(C)=O)OC(C)=O.[Na+] (sodium triacetoxyborohydride). Yields the product CC1NCCC2=CC=CC=C12 (1-Methyl-1,2,3,4-tetrahydro-isoquinoline). Reaction SMILES: [CH3:1][C:2]1[C:11]2[C:6](=[CH:7][CH:8]=[CH:9][CH:10]=2)[CH2:5][CH2:4][N:3]=1.C(O[BH-](OC(=O)C)OC(=O)C)(=O)C.[Na+]>>[CH3:1][CH:2]1[C:11]2[C:6](=[CH:7][CH:8]=[CH:9][CH:10]=2)[CH2:5][CH2:4][NH:3]1 |f:1.2|. Procedure: In close analogy to the procedure described above, 1-methyl-3,4-dihydro-isoquinoline is reacted with sodium triacetoxyborohydride to provide the title compound. Reactants: [Si](C1=CC=CC=C1)(C1=CC=CC=C1)(C(C)(C)C)OC1CN(C1)C=1SC=C(N1)CNC(=O)OC (3-t-butyldiphenylsilyloxy-1-[4-(methoxycarbonylaminomethyl)-1,3-thiazol-2-yl]azetidine), C(C)(=O)O (acetic acid), [F-].C(CCC)[N+](CCCC)(CCCC)CCCC (tetra-n-butylammonium fluoride). Solvent: O1CCCC1 (tetrahydrofuran), O1CCCC1 (tetrahydrofuran). Conditions: time 30 minute. Yields the product OC1CN(C1)C=1SC=C(N1)CNC(=O)OC (3-hydroxy-1-[4-(methoxycarbonylaminomethyl)-1,3-thiazol-2-yl]azetidine). Yield: 44.9%. As a reaction SMILES: [Si]([O:18][CH:19]1[CH2:22][N:21]([C:23]2[S:24][CH:25]=[C:26]([CH2:28][NH:29][C:30]([O:32][CH3:33])=[O:31])[N:27]=2)[CH2:20]1)(C(C)(C)C)(C1C=CC=CC=1)C1C=CC=CC=1.C(O)(=O)C.[F-].C([N+](CCCC)(CCCC)CCCC)CCC>O1CCCC1>[OH:18][CH:19]1[CH2:20][N:21]([C:23]2[S:24][CH:25]=[C:26]([CH2:28][NH:29][C:30]([O:32][CH3:33])=[O:31])[N:27]=2)[CH2:22]1 |f:2.3|. Procedure: To a solution of 3-t-butyldiphenylsilyloxy-1-[4-(methoxycarbonylaminomethyl)-1,3-thiazol-2-yl]azetidine (1.88 g, 3.90 mmol) (obtained as described in Reference Example 63(1)) in anhydrous tetrahydrofuran (94 ml) were added acetic acid (0.27 ml, 4.68 mmol) and 1.0 M tetra-n-butylammonium fluoride in tetrahydrofuran (4.68 ml, 4.68 mmol) in an ice bath and the mixture was stirred in an ice bath for 30 minutes. After checking the completion of the reaction, the mixture was partitioned between ethyl ... The reactants are C1(=CC=CC=C1)C (toluene), COC=1C=C(N)C=CC1OC (3,4-dimethoxyaniline), C(=O)C(C(=O)[O-])C1=CC=C(C=C1)OC (formyl-4-methoxyphenylacetate), C1(=CC=CC=C1)C (toluene), Cl (HCl). Product: COC=1C=C(N\C=C(/C(=O)OCC)\C2=CC=C(C=C2)OC)C=CC1OC (Ethyl (Z)-3-(3,4-dimethoxyanilino)-2-(4-methoxyphenyl)-2-propenoate). Yield: 65.0%. RXN SMILES: [CH3:1][O:2][C:3]1[CH:4]=[C:5]([CH:7]=[CH:8][C:9]=1[O:10][CH3:11])[NH2:6].[CH:12]([CH:14]([C:18]1[CH:23]=[CH:22][C:21]([O:24][CH3:25])=[CH:20][CH:19]=1)[C:15]([O-:17])=[O:16])=O.Cl.[C:27]1(C)C=CC=C[CH:28]=1>>[CH3:1][O:2][C:3]1[CH:4]=[C:5]([CH:7]=[CH:8][C:9]=1[O:10][CH3:11])[NH:6]/[CH:12]=[C:14](/[C:18]1[CH:23]=[CH:22][C:21]([O:24][CH3:25])=[CH:20][CH:19]=1)\[C:15]([O:17][CH2:27][CH3:28])=[O:16]. Procedure: A solution of 3,4-dimethoxyaniline (1.76 g, 11.49 mmol) and ethyl ∀-formyl-4-methoxyphenylacetate (2.81 g, 1.1 eq) in toluene (20 ml) is refluxed for 18 hours. After cooling, the reaction mixture is diluted with toluene (10 ml) and then acidified with 10% HCl. After extraction, the organic phase obtained is dried over MgSO4 and then evaporated under reduced pressure. The residue is purified by chromatography on silica gel (eluent: 7/3 PE/EtOAc) to give 2.67 g (65%) of compound 30 in the form of ... The product is NC1=C(C(=O)O)C=C(C=C1)N1CCN(CC1)CC1=CC=CC=C1 (2-Amino-5-(4-benzylpiperazin-1-yl)benzoic acid). Run in C(C)O (ethanol). Reaction SMILES: [N+:1]([C:4]1[CH:12]=[CH:11][C:10]([N:13]2[CH2:18][CH2:17][N:16]([CH2:19][C:20]3[CH:25]=[CH:24][CH:23]=[CH:22][CH:21]=3)[CH2:15][CH2:14]2)=[CH:9][C:5]=1[C:6]([OH:8])=[O:7])([O-])=O.C1CCCCC=1>C(O)C.[Pd]>[NH2:1][C:4]1[CH:12]=[CH:11][C:10]([N:13]2[CH2:18][CH2:17][N:16]([CH2:19][C:20]3[CH:21]=[CH:22][CH:23]=[CH:24][CH:25]=3)[CH2:15][CH2:14]2)=[CH:9][C:5]=1[C:6]([OH:8])=[O:7]. Isolated yield 87.7%. Reactants: [N+](=O)([O-])C1=C(C(=O)O)C=C(C=C1)N1CCN(CC1)CC1=CC=CC=C1 (2-nitro-5-(4-benzylpiperazin-1-yl)benzoic acid), C1=CCCCC1 (cyclohexene). Reagents/catalysts: [Pd] (Pd/C). Procedure: The mixture of 6 g of 2-nitro-5-(4-benzylpiperazin-1-yl)benzoic acid, 15 mL of cyclohexene and 3 g of Pd/C (10%) is heated under reflux conditions in 120 mL of ethanol for 6 hours. The hot reaction mixture is filtered through celite filter. The filtrate is evaporated to obtain 4.8 g of the title compound. m.p.: 242° C.